Dataset: the Open Reaction Database (ORD), a public repository of structured organic reaction records. Task: describe an organic reaction: reactants, conditions, products, and yield The reactants are CCCC(CO)CO, Cc1ccccc1, O=CCCCCc1ccc(C(F)(F)F)cc1. Product: CCCC1COC(CCCCc2ccc(C(F)(F)F)cc2)OC1. As a reaction SMILES: [CH2:1]([CH2:2][CH3:3])[CH:4]([CH2:5][OH:6])[CH2:7][OH:8].[CH3:25][c:26]1[cH:27][cH:28][cH:29][cH:30][cH:31]1.[F:9][C:10]([c:11]1[cH:12][cH:13][c:14]([CH2:17][CH2:18][CH2:19][CH2:20][CH:21]=[O:22])[cH:15][cH:16]1)([F:23])[F:24]>>[CH2:1]([CH2:2][CH3:3])[CH:4]1[CH2:5][O:6][CH:21]([CH2:20][CH2:19][CH2:18][CH2:17][c:14]2[cH:13][cH:12][c:11]([C:10]([F:9])([F:23])[F:24])[cH:16][cH:15]2)[O:8][CH2:7]1. Reactants: C(C)OC(=O)C1=CC=CC=2N1C=C(N2)C (5-ethoxycarbonyl-2-methylimidazo[1,2-a]pyridine), ClC(C(=O)Cl)(Cl)Cl (trichloroacetyl chloride). The reagents and catalysts are CN(C1=CC=NC=C1)C (4-dimethylaminopyridine). Run in C(Cl)(Cl)Cl (chloroform). Product: C(C)OC(=O)C1=CC=CC=2N1C(=C(N2)C)C(C(Cl)(Cl)Cl)=O (5-Ethoxycarbonyl-2-methyl-3-trichloroacetylimidazo[1,2-a]pyridine). The yield is 60.3%. RXN SMILES: [CH2:1]([O:3][C:4]([C:6]1[N:11]2[CH:12]=[C:13]([CH3:15])[N:14]=[C:10]2[CH:9]=[CH:8][CH:7]=1)=[O:5])[CH3:2].[Cl:16][C:17]([Cl:22])([Cl:21])[C:18](Cl)=[O:19]>CN(C)C1C=CN=CC=1.C(Cl)(Cl)Cl>[CH2:1]([O:3][C:4]([C:6]1[N:11]2[C:12]([C:18](=[O:19])[C:17]([Cl:22])([Cl:21])[Cl:16])=[C:13]([CH3:15])[N:14]=[C:10]2[CH:9]=[CH:8][CH:7]=1)=[O:5])[CH3:2]. Reported procedure: To a solution of 8.03 g (39.3 mmol) of 5-ethoxycarbonyl-2-methylimidazo[1,2-a]pyridine and 14.41 g (118 mmol) of 4-dimethylaminopyridine in 80 ml of chloroform was added dropwise 21.45 g (118 mmol) of trichloroacetyl chloride. The mixture was heated for 15 hours under reflux. After cooling, the reaction mixture was washed with an aqueous solution of sodium hydrogencarbonate, drid over anhydrous magnesium sulfate. The solvent was distilled off, and the residue was purified by column chromatograph... Reactants: O (Water), ClCC(=O)NC=1C=NC(=CC1)OC=1C=C2CCC(OC2=CC1)C1=CC=CC=C1 (2-Chloro-N-[6-(2-phenylchroman-6-yloxy)-pyridin-3-yl]-acetamide), C([O-])([O-])=O.[K+].[K+] (potassium carbonate), N1CCCC1 (pyrrolidine). Run in C(C)#N (acetonitrile). Product: C1(=CC=CC=C1)C1OC2=CC=C(C=C2CC1)OC1=CC=C(C=N1)NC(CN1CCCC1)=O (N-[6-(2-Phenyl-chroman-6-yloxy) pyridin-3-yl]-2-pyrrolidin-1-yl acetamide), hydrochloride salt. RXN SMILES: Cl[CH2:2][C:3]([NH:5][C:6]1[CH:7]=[N:8][C:9]([O:12][C:13]2[CH:14]=[C:15]3[C:20](=[CH:21][CH:22]=2)[O:19][CH:18]([C:23]2[CH:28]=[CH:27][CH:26]=[CH:25][CH:24]=2)[CH2:17][CH2:16]3)=[CH:10][CH:11]=1)=[O:4].C(=O)([O-])[O-].[K+].[K+].[NH:35]1[CH2:39][CH2:38][CH2:37][CH2:36]1.O>C(#N)C>[C:23]1([CH:18]2[CH2:17][CH2:16][C:15]3[C:20](=[CH:21][CH:22]=[C:13]([O:12][C:9]4[N:8]=[CH:7][C:6]([NH:5][C:3](=[O:4])[CH2:2][N:35]5[CH2:39][CH2:38][CH2:37][CH2:36]5)=[CH:11][CH:10]=4)[CH:14]=3)[O:19]2)[CH:28]=[CH:27][CH:26]=[CH:25][CH:24]=1 |f:1.2.3|. Procedure: To a solution of 2-Chloro-N-[6-(2-phenylchroman-6-yloxy)-pyridin-3-yl]-acetamide (200 mg) in acetonitrile was added potassium carbonate (133 mg) and pyrrolidine (51 μl). The mixture was stirred at room temperature. Water was added to the reaction mixture. Solution was extracted with ethyl acetate. Organic extract was dried and evaporated. N-[6-(2-Phenyl-chroman-6-yloxy) pyridin-3-yl]-2-pyrrolidin-1-yl acetamide was isolated as its hydrochloride salt. 1H-NMR (400 MHz; d6-DMSO) δ: 10.8 (s, 1H), 8.... Reactants: CNN (Methylhydrazine), ClC1=C(C=C(C=2OC(OC21)(C2=CC=CC=C2)C2=CC=CC=C2)Cl)CON2C(C=1C(C2=O)=CC=CC1)=O (N-[(4,7-dichloro-2,2-diphenyl-1,3-benzodioxol-5-yl)methoxy]phthalimide). Solvent: CN(C=O)C (dimethylformamide). Reaction conditions: temperature 0 celsius, time 4 hour. Product: NOCC1=C(C2=C(OC(O2)(C2=CC=CC=C2)C2=CC=CC=C2)C(=C1)Cl)Cl (5-[(aminooxy)methyl]-4,7-dichloro-2,2-diphenyl-1,3-benzodioxol). The yield is 78.3%. As a reaction SMILES: CNN.[Cl:4][C:5]1[C:13]2[O:12][C:11]([C:20]3[CH:25]=[CH:24][CH:23]=[CH:22][CH:21]=3)([C:14]3[CH:19]=[CH:18][CH:17]=[CH:16][CH:15]=3)[O:10][C:9]=2[C:8]([Cl:26])=[CH:7][C:6]=1[CH2:27][O:28][N:29]1C(=O)C2=CC=CC=C2C1=O>CN(C)C=O>[NH2:29][O:28][CH2:27][C:6]1[CH:7]=[C:8]([Cl:26])[C:9]2[O:10][C:11]([C:20]3[CH:25]=[CH:24][CH:23]=[CH:22][CH:21]=3)([C:14]3[CH:15]=[CH:16][CH:17]=[CH:18][CH:19]=3)[O:12][C:13]=2[C:5]=1[Cl:4]. Procedure details: Methylhydrazine (47 mg) (1.02 mmol) are added at 0° C. to a solution of 530 mg (1.02 mmol) of N-[(4,7-dichloro-2,2-diphenyl-1,3-benzodioxol-5-yl)methoxy]phthalimide in 10 ml of absolute dimethylformamide. The mixture is stirred at 0° C. for 1 hour and at room temperature for 4 hours. The solvent is removed in a high vacuum at room temperature and the residue is chromatographed on 30 g of silica gel (0.063-0.2 mm). The product is eluted with dichloromethane/ethanol (19:1 v/v). There are obtained ... Reactants: CC(C)Nc1ccc(Cl)nc1, c1ccccc1, O=C(O)CN1C(=O)C(Cc2c[nH]c3ccccc23)c2nnc(-c3ccccc3)n2-c2ccccc21. The product is CC(C)N(C(=O)CN1C(=O)C(Cc2c[nH]c3ccccc23)c2nnc(-c3ccccc3)n2-c2ccccc21)c1ccc(Cl)nc1. RXN SMILES: [Cl:36][c:37]1[cH:38][cH:39][c:40]([NH:43][CH:44]([CH3:45])[CH3:46])[cH:41][n:42]1.[cH:47]1[cH:48][cH:49][cH:50][cH:51][cH:52]1.[nH:1]1[cH:2][c:3]([CH2:10][CH:11]2[C:12](=[O:35])[N:13]([CH2:31][C:32](=[O:33])[OH:34])[c:14]3[c:15]([cH:27][cH:28][cH:29][cH:30]3)-[n:16]3[c:17](-[c:21]4[cH:22][cH:23][cH:24][cH:25][cH:26]4)[n:18][n:19][c:20]32)[c:4]2[cH:5][cH:6][cH:7][cH:8][c:9]12>>[nH:1]1[cH:2][c:3]([CH2:10][CH:11]2[C:12](=[O:35])[N:13]([CH2:31][C:32](=[O:33])[N:43]([c:40]3[cH:39][cH:38][c:37]([Cl:36])[n:42][cH:41]3)[CH:44]([CH3:45])[CH3:46])[c:14]3[c:15]([cH:27][cH:28][cH:29][cH:30]3)-[n:16]3[c:17](-[c:21]4[cH:22][cH:23][cH:24][cH:25][cH:26]4)[n:18][n:19][c:20]32)[c:4]2[cH:5][cH:6][cH:7][cH:8][c:9]12. Starting materials: C(C1=CC=CC=C1)C1=NC=CC(=C1)C(=O)OC (Methyl 2-benzyl-pyridine-4-carboxylate), BrCC(CC1=C(C(=CC=C1)F)C)=O (1-Bromo-3-(3-fluoro-2-methyl-phenyl)-propan-2-one), C([O-])([O-])=O.[Na+].[Na+] (Sodium carbonate). The solvent is CC(=O)C (acetone). Conditions: temperature 105 celsius, time 2 hour. Yields the product COC(=O)C=1C=CN2C=C(C(=C2C1)C1=CC=CC=C1)CC1=C(C(=CC=C1)F)C (Methyl-2-(3-fluoro-2-methyl-benzyl)-1-phenyl-indolizine-7-carboxylate). Isolated yield 19.5%. RXN SMILES: [CH2:1]([C:8]1[CH:13]=[C:12]([C:14]([O:16][CH3:17])=[O:15])[CH:11]=[CH:10][N:9]=1)[C:2]1[CH:7]=[CH:6][CH:5]=[CH:4][CH:3]=1.Br[CH2:19][C:20](=O)[CH2:21][C:22]1[CH:27]=[CH:26][CH:25]=[C:24]([F:28])[C:23]=1[CH3:29].C(=O)([O-])[O-].[Na+].[Na+]>CC(C)=O>[CH3:17][O:16][C:14]([C:12]1[CH:11]=[CH:10][N:9]2[C:8]([CH:13]=1)=[C:1]([C:2]1[CH:3]=[CH:4][CH:5]=[CH:6][CH:7]=1)[C:20]([CH2:21][C:22]1[CH:27]=[CH:26][CH:25]=[C:24]([F:28])[C:23]=1[CH3:29])=[CH:19]2)=[O:15] |f:2.3.4|. Reported procedure: The compound of step 1 (1.555 g, 6.84 mmol) and the compound of example 1, step 2 (1.677 g, 6.84 mmol) were dissolved in 28.5 ml of acetone and the solution was heated to reflux overnight. The mixture was then evaporated to dryness under reduced pressure and the residue dissolved in 28.5 ml of isopropanol. Sodium carbonate (2.176 g, 20.53 mmol) was added and the mixture was heated at 105° C. with stirring for 2 h. The solids were filtered off and the filtrate was evaporated to dryness under redu...